This data is from the Open Reaction Database (ORD), a public repository of structured organic reaction records. The task is: describe an organic reaction: reactants, conditions, products, and yield The reactants are O=C([O-])O, CC(=O)O[BH-](OC(C)=O)OC(C)=O, CCOC(C)=O, CC=O, Cl, [Na+], [Na+], C=CCNCCNC(=O)N1CCN2C(=O)OC(c3ccccc3)(c3ccccc3)C2C1. Product: Cl, C=CCN(CC)CCNC(=O)N1CCN2C(=O)OC(c3ccccc3)(c3ccccc3)C2C1. RXN SMILES: [C:33](=[O:34])([O-:35])[OH:36].[C:41]([O:42][BH-:43]([O:44][C:45](=[O:46])[CH3:47])[O:48][C:49](=[O:50])[CH3:51])(=[O:52])[CH3:53].[CH3:55][CH2:56][O:57][C:58](=[O:59])[CH3:60].[CH:38]([CH3:39])=[O:40].[ClH:1].[Na+:37].[Na+:54].[O:2]=[C:3]1[O:4][C:5]([c:21]2[cH:22][cH:23][cH:24][cH:25][cH:26]2)([c:27]2[cH:28][cH:29][cH:30][cH:31][cH:32]2)[CH:6]2[N:7]1[CH2:8][CH2:9][N:10]([C:12](=[O:13])[NH:14][CH2:15][CH2:16][NH:17][CH2:18][CH:19]=[CH2:20])[CH2:11]2>>[ClH:1].[O:2]=[C:3]1[O:4][C:5]([c:21]2[cH:22][cH:23][cH:24][cH:25][cH:26]2)([c:27]2[cH:28][cH:29][cH:30][cH:31][cH:32]2)[CH:6]2[N:7]1[CH2:8][CH2:9][N:10]([C:12](=[O:13])[NH:14][CH2:15][CH2:16][N:17]([CH2:18][CH:19]=[CH2:20])[CH2:38][CH3:39])[CH2:11]2. Starting materials: OC1=CC=C(C=2C(C3=C(C=CC(=C3C(C12)=O)[N+](=O)[O-])O)=O)[N+](=O)[O-] (1,5-dihydroxy-4,8-dinitroanthraquinone), CC1=C(N)C=CC=C1 (2-methylaniline). The solvent is CC(=O)N(C)C (dimethylacetamide). Product: CC1=C(NC=2C=CC(=C3C(C=4C(=CC=C(C4C(C23)=O)O)[N+](=O)[O-])=O)O)C=CC=C1 (8-(2′-methylanilino)-1,5-dihydroxy-4-nitroanthraquinone). Isolated yield 32.8%. RXN SMILES: [OH:1][C:2]1[C:15]2[C:14](=[O:16])[C:13]3[C:8](=[C:9]([OH:20])[CH:10]=[CH:11][C:12]=3[N+:17]([O-])=O)[C:7](=[O:21])[C:6]=2[C:5]([N+:22]([O-:24])=[O:23])=[CH:4][CH:3]=1.[CH3:25][C:26]1[CH:32]=[CH:31][CH:30]=[CH:29][C:27]=1N>CC(N(C)C)=O>[CH3:25][C:26]1[CH:32]=[CH:31][CH:30]=[CH:29][C:27]=1[NH:17][C:12]1[CH:11]=[CH:10][C:9]([OH:20])=[C:8]2[C:13]=1[C:14](=[O:16])[C:15]1[C:2]([OH:1])=[CH:3][CH:4]=[C:5]([N+:22]([O-:24])=[O:23])[C:6]=1[C:7]2=[O:21]. Reported procedure: A 25 g of 1,5-dihydroxy-4,8-dinitroanthraquinone and a 25 g of 2-methylaniline were dissolved in 250 ml of dimethylacetamide. The solution was heated and allowed to react at an inner temperature of 140 degrees Celsius for 4 hours. The reaction solution was cooled, and then extracted with adequate amounts of ethyl acetate and 1N-hydrochrolic acid to separate into two layers. The extracted organic layer was dried with magnesium sulfate and then concentrated. The concentrated solution was purified ... Reactants: Cl\C=C\C(CC1CCCC1)=O (1-chloro-4-cyclopentyl-1-trans-buten-3-one), [I-].[Na+] (sodium iodide), orange oil. Solvent: CC(=O)C (acetone). The product is C1(CCCC1)CC(/C=C/I)=O (4-cyclopentyl-1-iodo-1-trans-buten-3-one). As a reaction SMILES: Cl/[CH:2]=[CH:3]/[C:4](=[O:11])[CH2:5][CH:6]1[CH2:10][CH2:9][CH2:8][CH2:7]1.[I-:12].[Na+]>CC(C)=O>[CH:6]1([CH2:5][C:4](=[O:11])/[CH:3]=[CH:2]/[I:12])[CH2:10][CH2:9][CH2:8][CH2:7]1 |f:1.2|. Procedure: A solution of 57 g. of 1-chloro-4-cyclopentyl-trans-buten-3-one (Example 115) in 360 ml. of acetone containing 55 g. of sodium iodide is stirred at the reflux temperature for 18 hours. The resulting mixture is cooled, filtered and and the water liquor is taken to dryness. The residual oil is dissolved in ether washed successively with water, dilute sodium thiosulfate solution, and saturated sodium chloride solution, dried with anhydrous magesium sulfate and taken to dryness to give 87 g. (99%) o... The reactants are Cc1ccsc1-c1cn(CCCO[Si](C)(C)C(C)(C)C)c(=O)[nH]c1=O, Cl, C1COCCO1. The product is Cc1ccsc1-c1cn(CCCO)c(=O)[nH]c1=O. RXN SMILES: [C:1]([Si:2]([CH3:3])([CH3:4])[O:6][CH2:7][CH2:8][CH2:9][n:10]1[c:11](=[O:23])[nH:12][c:13](=[O:22])[c:14](-[c:16]2[s:17][cH:18][cH:19][c:20]2[CH3:21])[cH:15]1)([CH3:5])([CH3:24])[CH3:25].[ClH:26].[O:27]1[CH2:28][CH2:29][O:30][CH2:31][CH2:32]1>>[OH:6][CH2:7][CH2:8][CH2:9][n:10]1[c:11](=[O:23])[nH:12][c:13](=[O:22])[c:14](-[c:16]2[s:17][cH:18][cH:19][c:20]2[CH3:21])[cH:15]1. Reactants: [OH-].[Na+] (sodium hydroxide), C1COC2(CCC(CC2)(C(=O)OC)CC2=CC=CC=C2)O1 (4-benzyl-4-carbomethoxy-1-cyclohexaneone ethylene ketal), O1CCCC1 (tetrahydrofuran), O1CCCC1 (tetrahydrofuran), [H-].[Al+3].[Li+].[H-].[H-].[H-] (lithium aluminum hydride). Solvent: O (water), O (water). Yields the product C1COC2(CCC(CC2)(CO)CC2=CC=CC=C2)O1 (4-benzyl-4-hydroxymethylcyclohexan-1-one ethylene ketal). Yield: 93.0%. As a reaction SMILES: [CH2:1]1[O:21][C:4]2([CH2:9][CH2:8][C:7]([CH2:14][C:15]3[CH:20]=[CH:19][CH:18]=[CH:17][CH:16]=3)([C:10](OC)=[O:11])[CH2:6][CH2:5]2)[O:3][CH2:2]1.O1CCCC1.[H-].[Al+3].[Li+].[H-].[H-].[H-].[OH-].[Na+]>O>[CH2:2]1[O:3][C:4]2([CH2:9][CH2:8][C:7]([CH2:14][C:15]3[CH:16]=[CH:17][CH:18]=[CH:19][CH:20]=3)([CH2:10][OH:11])[CH2:6][CH2:5]2)[O:21][CH2:1]1 |f:2.3.4.5.6.7,8.9|. Procedure: A solution of 22.3 g. (0.77 M) of 4-benzyl-4-carbomethoxy-1-cyclohexaneone ethylene ketal [5] (prepared as in Example 4B) in 220 ml. of tetrahydrofuran is added to 3 g. of lithium aluminum hydride in 30 ml. of tetrahydrofuran. The mixture is stirred at reflux temperature for about 5.5 hours and then cooled in ice. There is added successively 3 ml. of water, 3 ml. of aqueous 15% sodium hydroxide solution and 9 ml. of water. The inorganic gel is collected on a filter and the filtrate evaporated to... Run at time 2 hour. Procedure: To a solution of 3-methoxy-5,6,7,8-tetrahydro-1-naphthalenecarboxylic acid (0.20 g, 0.97 mmol) in DCM (5 mL) was added oxalyl chloride (0.11 mL, 1.21 mmol) and 1 drop of DMF. The mixture was stirred at room temperature for 2 h. The solvent was removed in vacuo and 3-methoxy-5,6,7,8-tetrahydro-1-naphthalenecarbonyl chloride was used without purification. The reagents and catalysts are CN(C)C=O (DMF). RXN SMILES: [CH3:1][O:2][C:3]1[CH:4]=[C:5]([C:13]([OH:15])=O)[C:6]2[CH2:7][CH2:8][CH2:9][CH2:10][C:11]=2[CH:12]=1.C(Cl)(=O)C([Cl:19])=O>C(Cl)Cl.CN(C=O)C>[CH3:1][O:2][C:3]1[CH:4]=[C:5]([C:13]([Cl:19])=[O:15])[C:6]2[CH2:7][CH2:8][CH2:9][CH2:10][C:11]=2[CH:12]=1. Solvent: C(Cl)Cl (DCM). Product: COC=1C=C(C=2CCCCC2C1)C(=O)Cl (3-Methoxy-5,6,7,8-tetrahydro-1-naphthalenecarbonyl chloride). Reactants: COC=1C=C(C=2CCCCC2C1)C(=O)O (3-methoxy-5,6,7,8-tetrahydro-1-naphthalenecarboxylic acid), C(C(=O)Cl)(=O)Cl (oxalyl chloride). Starting materials: Cc1ccc(C)c(N2CCNCC2)c1, O=C(O)C(CO)NS(=O)(=O)c1ccccc1. Yields the product Cc1ccc(C)c(N2CCN(C(=O)C(CO)NS(=O)(=O)c3ccccc3)CC2)c1. Reaction SMILES: [CH3:17][c:18]1[c:19]([N:25]2[CH2:26][CH2:27][NH:28][CH2:29][CH2:30]2)[cH:20][c:21]([CH3:24])[cH:22][cH:23]1.[c:1]1([S:7](=[O:8])(=[O:9])[NH:10][CH:11]([C:12](=[O:13])[OH:14])[CH2:15][OH:16])[cH:2][cH:3][cH:4][cH:5][cH:6]1>>[c:1]1([S:7](=[O:8])(=[O:9])[NH:10][CH:11]([C:12](=[O:14])[N:28]2[CH2:27][CH2:26][N:25]([c:19]3[c:18]([CH3:17])[cH:23][cH:22][c:21]([CH3:24])[cH:20]3)[CH2:30][CH2:29]2)[CH2:15][OH:16])[cH:2][cH:3][cH:4][cH:5][cH:6]1.